Dataset: the Open Reaction Database (ORD), a public repository of structured organic reaction records. Task: describe an organic reaction: reactants, conditions, products, and yield Reactants: [Li]CCCC, CI, CCOC(C)=O, CCCCCC, CC(C)NC(C)C, O=C1CCN(C(=O)c2ccc(Cl)cc2Cl)c2ccc(Cl)cc21, Cl, C1CCOC1, O. RXN SMILES: [CH2:8]([Li:9])[CH2:10][CH2:11][CH3:12].[CH3:35][I:36].[CH3:43][CH2:44][O:45][C:46](=[O:47])[CH3:48].[CH3:50][CH2:51][CH2:52][CH2:53][CH2:54][CH3:55].[CH:1]([NH:2][CH:3]([CH3:4])[CH3:5])([CH3:6])[CH3:7].[Cl:13][c:14]1[cH:15][c:16]2[c:21]([cH:22][cH:23]1)[N:20]([C:24]([c:25]1[c:26]([Cl:32])[cH:27][c:28]([Cl:31])[cH:29][cH:30]1)=[O:33])[CH2:19][CH2:18][C:17]2=[O:34].[ClH:37].[O:38]1[CH2:39][CH2:40][CH2:41][CH2:42]1.[OH2:49]>>[CH3:1][CH:18]1[C:17](=[O:34])[c:16]2[cH:15][c:14]([Cl:13])[cH:23][cH:22][c:21]2[N:20]([C:24]([c:25]2[c:26]([Cl:32])[cH:27][c:28]([Cl:31])[cH:29][cH:30]2)=[O:33])[CH2:19]1. The product is CC1CN(C(=O)c2ccc(Cl)cc2Cl)c2ccc(Cl)cc2C1=O. The reactants are NC1=CC=C(C2=CC=CC=C12)S(=O)(=O)O (4-amino-naphthalene-1-sulfonic acid), C(C1=CC=CC=C1)(=O)Cl (benzoyl chloride), resultant solution. Run in N1=CC=CC=C1 (pyridine). Reaction conditions: time 8 hour. The product is pyridinium salt, C(C1=CC=CC=C1)(=O)NC1=CC=C(C2=CC=CC=C12)S(=O)(=O)O (4-benzoylamino-naphthalene-1-sulfonic acid). The yield is 61.1%. RXN SMILES: [NH2:1][C:2]1[C:11]2[C:6](=[CH:7][CH:8]=[CH:9][CH:10]=2)[C:5]([S:12]([OH:15])(=[O:14])=[O:13])=[CH:4][CH:3]=1.[C:16](Cl)(=[O:23])[C:17]1[CH:22]=[CH:21][CH:20]=[CH:19][CH:18]=1>N1C=CC=CC=1>[C:16]([NH:1][C:2]1[C:11]2[C:6](=[CH:7][CH:8]=[CH:9][CH:10]=2)[C:5]([S:12]([OH:15])(=[O:13])=[O:14])=[CH:4][CH:3]=1)(=[O:23])[C:17]1[CH:22]=[CH:21][CH:20]=[CH:19][CH:18]=1. Reported procedure: To a solution of 4-amino-naphthalene-1-sulfonic acid (2.3 g, 10.0 mmol) in pyridine (15 mL), was added benzoyl chloride (1.4 mL, 12.0 mmol) and the resultant solution was heated at 100° C. and stirred overnight. The solvent was removed in vacuo and the crude material was recrystallized from MeOH (2×) to give the pyridinium salt of 4-benzoylamino-naphthalene-1-sulfonic acid (2.0 g) as a gray colored solid. 1H NMR (300 MHz, DMSO) δ 8.92 (m, 3H), 8.60 (t, 1H), 8.00 (m, 6H), 7.55 (m, 6H); LC/MS m/z ... The reactants are ClC1=C(C(=O)Cl)C=CC=C1 (2-chlorobenzoyl chloride), [S-]C#N.[NH4+] (ammonium thiocyanate), CC=1C=C(N)C=CC1N1C=CC=C1 (3-methyl-4-(1H-pyrrol-1-yl)aniline), compound. Solvent: CC(=O)C (acetone). Product: ClC1=C(C(=O)NC(=S)NC2=CC(=C(C=C2)N2C=CC=C2)C)C=CC=C1 (2-chloro-N-[[[3-methyl-4-(1H-pyrrol-1-yl)phenyl]amino]thioxomethyl]benzamide). Isolated yield 95.4%. RXN SMILES: [Cl:1][C:2]1[CH:10]=[CH:9][CH:8]=[CH:7][C:3]=1[C:4](Cl)=[O:5].[S-:11][C:12]#[N:13].[NH4+].[CH3:15][C:16]1[CH:17]=[C:18]([CH:20]=[CH:21][C:22]=1[N:23]1[CH:27]=[CH:26][CH:25]=[CH:24]1)[NH2:19]>CC(C)=O>[Cl:1][C:2]1[CH:10]=[CH:9][CH:8]=[CH:7][C:3]=1[C:4]([NH:13][C:12]([NH:19][C:18]1[CH:20]=[CH:21][C:22]([N:23]2[CH:27]=[CH:26][CH:25]=[CH:24]2)=[C:16]([CH3:15])[CH:17]=1)=[S:11])=[O:5] |f:1.2|. Reported procedure: In a manner similar to Douglas and Dains, J. Am. Chem. Soc., 56, 719 (1934), the reaction of 3.1 g (0.017 mole) of 2-chlorobenzoyl chloride with 1.3 g (0.017 mole) of ammonium thiocyanate and 3.0 g (0.017 mole) of 3-methyl-4-(1H-pyrrol-1-yl)aniline (compound of Example 2) in 100 ml of acetone produced 6.0 g of 2-chloro-N-[[[3-methyl-4-(1H-pyrrol-1-yl)phenyl]amino]thioxomethyl]benzamide (mp 134°-136° C.). Starting materials: BrC1=CC=C(C=C1)C(C(C1=CC=CC=C1)C1=CC=CC=C1)(O)C1=CC=CC=C1 (1-(4-Bromophenyl)-1,2,2-triphenylethanol), CC=1C=CC(=CC1)S(=O)(=O)O (TsOH). Solvent: C1(=CC=CC=C1)C (toluene). Product: BrC1=CC=C(C=C1)C(=C(C1=CC=CC=C1)C1=CC=CC=C1)C1=CC=CC=C1 (1-(4-Bromophenyl)-1,2,2-triphenylethene). Yield: 82.1%. Reaction SMILES: [Br:1][C:2]1[CH:7]=[CH:6][C:5]([C:8]([C:23]2[CH:28]=[CH:27][CH:26]=[CH:25][CH:24]=2)(O)[CH:9]([C:16]2[CH:21]=[CH:20][CH:19]=[CH:18][CH:17]=2)[C:10]2[CH:15]=[CH:14][CH:13]=[CH:12][CH:11]=2)=[CH:4][CH:3]=1.CC1C=CC(S(O)(=O)=O)=CC=1>C1(C)C=CC=CC=1>[Br:1][C:2]1[CH:3]=[CH:4][C:5]([C:8]([C:23]2[CH:24]=[CH:25][CH:26]=[CH:27][CH:28]=2)=[C:9]([C:10]2[CH:11]=[CH:12][CH:13]=[CH:14][CH:15]=2)[C:16]2[CH:21]=[CH:20][CH:19]=[CH:18][CH:17]=2)=[CH:6][CH:7]=1. Reported procedure: This compound was prepared following previously published procedures. See M. Banerjee, J. Org. Chem, 2007, 72, 8054. 1-(4-Bromophenyl)-1,2,2-triphenylethanol (5) was obtained as an intermediate in the reaction as a white solid, whose dehydration was carried out in toluene in the presence of TsOH. After being washed by hexane, the crude product was purified on a silica-gel column using petroleum ether as an eluent. A white solid was obtained in 82.1% yield. Reactants: [Al+3], ClB(Cl)Cl, CSC#N, [Cl-], [Cl-], [Cl-], ClCCl, Cc1cc(O)ccc1F. The product is Cc1cc(O)c(C#N)cc1F. As a reaction SMILES: [Al+3:19].[B:1]([Cl:2])([Cl:3])[Cl:4].[CH3:14][S:15][C:16]#[N:17].[Cl-:18].[Cl-:20].[Cl-:21].[Cl:22][CH2:23][Cl:24].[F:5][c:6]1[c:7]([CH3:13])[cH:8][c:9]([OH:12])[cH:10][cH:11]1>>[F:5][c:6]1[c:7]([CH3:13])[cH:8][c:9]([OH:12])[c:10]([C:16]#[N:17])[cH:11]1. Reported procedure: N-Cyanomethyl-2-(2,5-dichloro-pyrimidin-4-ylamino)-3-methyl-benzamide 2-Amino-N-cyanomethyl-3-methyl-benzamide (0.624 g, 0.00330 mol), 2,4,5-Trichloro-pyrimidine (0.605 g, 0.00330 mol) and Potassium carbonate (0.456 g, 0.00330 mol) were dissolved in N,N-Dimethylformamide (10.00 mL, 0.1291 mol) and the reaction was heated at 85° C. and was allowed to stir overnight. The reaction mixture was poured over saturated ammonium chloride, and organics were extracted with ethyl acetate/dichloromethane. Co... Run at temperature 85 celsius, time 8 hour. The product is C(#N)CNC(C1=C(C(=CC=C1)C)NC1=NC(=NC=C1Cl)Cl)=O (N-Cyanomethyl-2-(2,5-dichloro-pyrimidin-4-ylamino)-3-methyl-benzamide). The reactants are NC1=C(C(=O)NCC#N)C=CC=C1C.C(#N)CNC(C1=C(C(=CC=C1)C)NC1=NC(=NC=C1Cl)Cl)=O (N-Cyanomethyl-2-(2,5-dichloro-pyrimidin-4-ylamino)-3-methyl-benzamide 2-Amino-N-cyanomethyl-3-methyl-benzamide), ClC1=NC=C(C(=N1)Cl)Cl (2,4,5-Trichloro-pyrimidine), C([O-])([O-])=O.[K+].[K+] (Potassium carbonate), CN(C=O)C (N,N-Dimethylformamide), [Cl-].[NH4+] (ammonium chloride). As a reaction SMILES: NC1C(C)=CC=CC=1C(NCC#N)=O.[C:15]([CH2:17][NH:18][C:19](=[O:36])[C:20]1[CH:25]=[CH:24][CH:23]=[C:22]([CH3:26])[C:21]=1[NH:27][C:28]1[C:33]([Cl:34])=[CH:32][N:31]=[C:30]([Cl:35])[N:29]=1)#[N:16].ClC1N=C(Cl)C(Cl)=CN=1.C(=O)([O-])[O-].[K+].[K+].CN(C)C=O.[Cl-].[NH4+]>>[C:15]([CH2:17][NH:18][C:19](=[O:36])[C:20]1[CH:25]=[CH:24][CH:23]=[C:22]([CH3:26])[C:21]=1[NH:27][C:28]1[C:33]([Cl:34])=[CH:32][N:31]=[C:30]([Cl:35])[N:29]=1)#[N:16] |f:0.1,3.4.5,7.8|. The yield is 13.5%. Reactants: CN1C(=NC=C1[N+](=O)[O-])C1=NOC(=C1)C(=O)OCC (1-Methyl-2-(5-carboethoxyisoxazol-3-yl)-5-nitroimidazole), N (ammonia). Solvent: CO (methanol). Product: CN1C(=NC=C1[N+](=O)[O-])C1=NOC(=C1)C(N)=O (1-Methyl-2-(5-carbamoyl-isoxazol-3-yl)-5-nitroimidazole). Reported procedure: 3 g. of the compound prepared in Example 12 is dissolved in hot methanol. The solution is saturated with ammonia. A precipitate is formed and the mixture is cooled by placing in the refrigerator. After filtration and purification, the pure product having a melting point of 235°-238° C. is recovered. This product is identified as 1-methyl-2-(5-carbamoyl-isoxazol-3-yl)-5-nitroimidazole. As a reaction SMILES: [CH3:1][N:2]1[C:6]([N+:7]([O-:9])=[O:8])=[CH:5][N:4]=[C:3]1[C:10]1[CH:14]=[C:13]([C:15]([O:17]CC)=O)[O:12][N:11]=1.[NH3:20]>CO>[CH3:1][N:2]1[C:6]([N+:7]([O-:9])=[O:8])=[CH:5][N:4]=[C:3]1[C:10]1[CH:14]=[C:13]([C:15](=[O:17])[NH2:20])[O:12][N:11]=1. Reactants: [Si](C)(C)(C(C)(C)C)O[C@H]1C[C@@H]([C@H](CC1)O)C1=CC=NN1C ((1S*,2R*,4R*)-4-{[tert-butyl(dimethyl)silyl]oxy}-2-(1-methyl-1H-pyrazol-5-yl)cyclohexanol). Run in CCCCCC.C(C)(C)O (hexane isopropanol). Yields the product [Si](C)(C)(C(C)(C)C)O[C@@H]1C[C@H]([C@@H](CC1)O)C1=CC=NN1C ((1R,2S,4S)-4-{[Tert-butyl(dimethyl)silyl]oxy}-2-(1-methyl-1H-pyrazol-5-yl)cyclohexanol). Reaction SMILES: [Si:1]([O:8][C@@H:9]1[CH2:14][CH2:13][C@H:12]([OH:15])[C@@H:11]([C:16]2[N:20]([CH3:21])[N:19]=[CH:18][CH:17]=2)[CH2:10]1)([C:4]([CH3:7])([CH3:6])[CH3:5])([CH3:3])[CH3:2]>CCCCCC.C(O)(C)C>[Si:1]([O:8][C@H:9]1[CH2:14][CH2:13][C@@H:12]([OH:15])[C@H:11]([C:16]2[N:20]([CH3:21])[N:19]=[CH:18][CH:17]=2)[CH2:10]1)([C:4]([CH3:7])([CH3:5])[CH3:6])([CH3:2])[CH3:3] |f:1.2|. Procedure details: The (1S*,2R*,4R*)-4-{[tert-butyl(dimethyl)silyl]oxy}-2-(1-methyl-1H-pyrazol-5-yl)cyclohexanol prepared in Example 161a was optically resolved with CHIRALFLASH IC (Daicel Corp.; hexane/isopropanol=6:4) to yield the title compound as a colorless oil. Starting materials: C(=O)O (formic acid), C(C)OC([C@@H](NC(C(F)(F)F)=O)CC1=CC(=CC=C1)C1=CC2=CC=CC(=C2C=C1)N(CCOCC1=CC=CC=C1)CCOCC1=CC=CC=C1)=O (3-[5-bis[2-(benzyloxy)ethyl]amino-naphth-2-yl]-N-trifluoroacetyl-L-phenylalanine ethyl ester). Reagents/catalysts: [OH-].[Pd+2].[OH-] (palladium hydroxide). Solvent: C(C)O (Ethanol). Product: C(C)OC([C@@H](NC(C(F)(F)F)=O)CC1=CC(=CC=C1)C1=CC2=CC=CC(=C2C=C1)N(CCO)CCO)=O (3-[5-bis[2-(hydroxy)ethyl]amino-naphth-2-yl]-N-trifluoroacetyl-L-phenylalanine ethyl ester). Isolated yield 74.0%. Reaction SMILES: C(O)=O.[CH2:4]([O:6][C:7](=[O:54])[C@H:8]([CH2:16][C:17]1[CH:22]=[CH:21][CH:20]=[C:19]([C:23]2[CH:32]=[CH:31][C:30]3[C:25](=[CH:26][CH:27]=[CH:28][C:29]=3[N:33]([CH2:44][CH2:45][O:46]CC3C=CC=CC=3)[CH2:34][CH2:35][O:36]CC3C=CC=CC=3)[CH:24]=2)[CH:18]=1)[NH:9][C:10](=[O:15])[C:11]([F:14])([F:13])[F:12])[CH3:5]>[OH-].[Pd+2].[OH-].C(O)C>[CH2:4]([O:6][C:7](=[O:54])[C@H:8]([CH2:16][C:17]1[CH:22]=[CH:21][CH:20]=[C:19]([C:23]2[CH:32]=[CH:31][C:30]3[C:25](=[CH:26][CH:27]=[CH:28][C:29]=3[N:33]([CH2:44][CH2:45][OH:46])[CH2:34][CH2:35][OH:36])[CH:24]=2)[CH:18]=1)[NH:9][C:10](=[O:15])[C:11]([F:13])([F:14])[F:12])[CH3:5] |f:2.3.4|. Procedure details: Ethanol (10 ml), formic acid (1.94 ml, 52 mmol) and 20% palladium hydroxide (145 mg) were added to 3-[5-bis[2-(benzyloxy)ethyl]amino-naphth-2-yl]-N-trifluoroacetyl-L-phenylalanine ethyl ester (739 mg, 1.03 mmol) and the mixture was heated under reflux for 3 days. After the mixture was cooled to room temperature, the catalyst was filtered off and the solvent of the filtrate was distilled off under reduced pressure. The residue was purified by column chromatography on silica gel (ethyl acetate/chl...